From a dataset of the Open Reaction Database (ORD), a public repository of structured organic reaction records. describe an organic reaction: reactants, conditions, products, and yield Reactants: NC1=NOC(=C1)C (3-amino-5-methylisoxazole), CN(C(=O)Cl)C (dimethylcarbamoyl chloride), resultant mixture. The solvent is N1=CC=CC=C1 (pyridine). Product: CN(C(=O)NC1=NOC(=C1)C)C (1,1-dimethyl-3-(5-methyl-3-isoxazolyl)urea). Isolated yield 56.0%. Reaction SMILES: [NH2:1][C:2]1[CH:6]=[C:5]([CH3:7])[O:4][N:3]=1.[CH3:8][N:9]([CH3:13])[C:10](Cl)=[O:11]>N1C=CC=CC=1>[CH3:8][N:9]([CH3:13])[C:10]([NH:1][C:2]1[CH:6]=[C:5]([CH3:7])[O:4][N:3]=1)=[O:11]. Procedure: To 3-amino-5-methylisoxazole (490.6 mg), pyridine (3 g) and dimethylcarbamoyl chloride (1.18 g) are added, and the resultant mixture is stirred at 60° C for 5.5 hours. The pyridine is evaporated under reduced pressure. The residue is mixed with water (15 ml), adjusted to pH 1 with 5% hydrochloric acid and shaken with chloroform. The chloroform layer is evaporated to remove the chloroform, The residue is mixed with 1.5% methanolic sodium hydroxide solution (25 ml) and evaporated. The residue is e... Starting materials: CCc1c(NC(N)=O)c2c(OCC(=O)OC(C)(C)C)cccc2n1Cc1ccccc1, ClCCl, O=C(O)C(F)(F)F. Yields the product CCc1c(NC(N)=O)c2c(OCC(=O)O)cccc2n1Cc1ccccc1. As a reaction SMILES: [C:1]([CH3:2])([CH3:3])([CH3:4])[O:5][C:6]([CH2:7][O:8][c:9]1[c:10]2[c:11]([NH:27][C:28](=[O:29])[NH2:30])[c:12]([CH2:25][CH3:26])[n:13]([CH2:18][c:19]3[cH:20][cH:21][cH:22][cH:23][cH:24]3)[c:14]2[cH:15][cH:16][cH:17]1)=[O:31].[CH2:39]([Cl:40])[Cl:41].[OH:32][C:33]([C:34]([F:35])([F:36])[F:37])=[O:38]>>[O:5]=[C:6]([CH2:7][O:8][c:9]1[c:10]2[c:11]([NH:27][C:28](=[O:29])[NH2:30])[c:12]([CH2:25][CH3:26])[n:13]([CH2:18][c:19]3[cH:20][cH:21][cH:22][cH:23][cH:24]3)[c:14]2[cH:15][cH:16][cH:17]1)[OH:31]. Starting materials: ClCCN1CCOCC1 (4-(2-chloroethyl)morpholine), Cl (HCl), C(C1=CC=CC=C1)OC1=CC(N(C=C1)C=1C=C2C=NN(C2=CC1)CC1CN(CCO1)C(=O)OC(C)(C)C)=O (tert-butyl 2-((5-(4-(benzyloxy)-2-oxopyridin-1(2H)-yl)-1H-indazol-1-yl)methyl)morpholine-4-carboxylate), compound, FC(C(=O)O)(F)F (trifluoroacetic acid). The solvent is C(C)(=O)OCC (ethyl acetate), CCOCC (Et2O), C(Cl)Cl (CH2Cl2), C(Cl)Cl (CH2Cl2). Conditions: time 16 hour. Product: Cl.C(C1=CC=CC=C1)OC1=CC(N(C=C1)C=1C=C2C=NN(C2=CC1)CC1CNCCO1)=O (4-(Benzyloxy)-1-(1-(morpholin-2-ylmethyl)-1H-indazol-5-yl)pyridin-2(1H)-one hydrochloride). Yield: 58.0%. Reaction SMILES: [Cl:1]CCN1CCOCC1.[CH2:10]([O:17][C:18]1[CH:23]=[CH:22][N:21]([C:24]2[CH:25]=[C:26]3[C:30](=[CH:31][CH:32]=2)[N:29]([CH2:33][CH:34]2[O:39][CH2:38][CH2:37][N:36](C(OC(C)(C)C)=O)[CH2:35]2)[N:28]=[CH:27]3)[C:20](=[O:47])[CH:19]=1)[C:11]1[CH:16]=[CH:15][CH:14]=[CH:13][CH:12]=1.FC(F)(F)C(O)=O.Cl>C(Cl)Cl.C(OCC)(=O)C.CCOCC>[ClH:1].[CH2:10]([O:17][C:18]1[CH:23]=[CH:22][N:21]([C:24]2[CH:25]=[C:26]3[C:30](=[CH:31][CH:32]=2)[N:29]([CH2:33][CH:34]2[O:39][CH2:38][CH2:37][NH:36][CH2:35]2)[N:28]=[CH:27]3)[C:20](=[O:47])[CH:19]=1)[C:11]1[CH:16]=[CH:15][CH:14]=[CH:13][CH:12]=1 |f:7.8|. Procedure details: Following the procedure of Example 2, but substituting tert-butyl 2-(bromomethyl)morpholine-4-carboxylate for 4-(2-chloroethyl)morpholine, tert-butyl 2-((5-(4-(benzyloxy)-2-oxopyridin-1(2H)-yl)-1H-indazol-1-yl)methyl)morpholine-4-carboxylate (134 mg, 33%) was prepared as a white powder. A solution of this compound (134 mg, 0.26 mmol) in CH2Cl2 (1 mL) was treated with trifluoroacetic acid (148 mg, 1.3 mmol). After stirring at room temperature for 16 h, the reaction mixture was diluted with CH2Cl2...